From a dataset of the Open Reaction Database (ORD), a public repository of structured organic reaction records. describe an organic reaction: reactants, conditions, products, and yield The reactants are ClCCl (dichloromethane), ClC(=O)OC1=CC=C(C=C1)[N+](=O)[O-] (4-nitrophenyl chloroformate), ClCCl (dichloromethane), NC=1C=C2CCN(CC2=CC1)C(=O)OC(C)(C)C (6-amino-2N-Boc-1,2,3,4-tetrahydroisoquinoline). Run in N1=CC=CC=C1 (pyridine). Run at temperature 0 celsius, time 2 hour. The product is C(C)(C)(C)OC(=O)N1CC2=CC=C(C=C2CC1)NC(=O)OC1=CC=C(C=C1)[N+](=O)[O-] (6-(4-nitro-phenoxycarbonylamino)-3,4-dihydro-1H-isoquinoline-2-carboxylic acid tert-butyl ester). Yield: 87.7%. Reaction SMILES: ClCCl.Cl[C:5]([O:7][C:8]1[CH:13]=[CH:12][C:11]([N+:14]([O-:16])=[O:15])=[CH:10][CH:9]=1)=[O:6].[NH2:17][C:18]1[CH:19]=[C:20]2[C:25](=[CH:26][CH:27]=1)[CH2:24][N:23]([C:28]([O:30][C:31]([CH3:34])([CH3:33])[CH3:32])=[O:29])[CH2:22][CH2:21]2>N1C=CC=CC=1>[C:31]([O:30][C:28]([N:23]1[CH2:22][CH2:21][C:20]2[C:25](=[CH:26][CH:27]=[C:18]([NH:17][C:5]([O:7][C:8]3[CH:13]=[CH:12][C:11]([N+:14]([O-:16])=[O:15])=[CH:10][CH:9]=3)=[O:6])[CH:19]=2)[CH2:24]1)=[O:29])([CH3:34])([CH3:32])[CH3:33]. Procedure: To a dichloromethane (10 mL) solution of 4-nitrophenyl chloroformate (812 mg), a dichloromethane (10 mL) solution of 6-amino-2N-Boc-1,2,3,4-tetrahydroisoquinoline (1.00 g) and pyridine (0.33 mL) was gradually added at 0° C. The reaction mixture was stirred at 0° C. for 1 hour and at room temperature for 2 hours and then concentrated. The residue was vigorously stirred in a mixed solution of diisopropyl ether and water (diisopropyl ether/water). The precipitate was collected by filtration and dri... RXN SMILES: [C:1](=[O:2])([CH3:3])[S:4][CH2:5][c:6]1[cH:7][c:8]([C:17](=[O:18])[O:19][CH2:20][CH3:21])[cH:9][c:10]([C:11](=[O:12])[O:13][CH2:14][CH3:15])[cH:16]1.[CH2:27]1[O:28][CH2:29][CH2:30][CH2:31]1.[CH3:22][O-:23].[CH3:25][I:26].[CH3:32][OH:33].[Na+:24]>>[CH3:1][S:4][CH2:5][c:6]1[cH:7][c:8]([C:17](=[O:18])[O:19][CH2:20][CH3:21])[cH:9][c:10]([C:11](=[O:12])[O:13][CH2:14][CH3:15])[cH:16]1. Reactants: CCOC(=O)c1cc(CSC(C)=O)cc(C(=O)OCC)c1, C1CCOC1, C[O-], CI, CO, [Na+]. Product: CCOC(=O)c1cc(CSC)cc(C(=O)OCC)c1.